This data is from the Open Reaction Database (ORD), a public repository of structured organic reaction records. The task is: describe an organic reaction: reactants, conditions, products, and yield The reactants are CN, ClCCl, C1CCOC1, COC(=O)c1cn(C(CCc2cccc3ccccc23)C(C)O)cn1. Product: CNC(=O)c1cn(C(CCc2cccc3ccccc23)C(C)O)cn1. Reaction SMILES: [CH3:26][NH2:27].[Cl:33][CH2:34][Cl:35].[O:28]1[CH2:29][CH2:30][CH2:31][CH2:32]1.[OH:1][CH:2]([CH3:3])[CH:4]([CH2:5][CH2:6][c:7]1[cH:8][cH:9][cH:10][c:11]2[cH:12][cH:13][cH:14][cH:15][c:16]12)[n:17]1[cH:18][n:19][c:20]([C:22]([O:24][CH3:23])=[O:25])[cH:21]1>>[OH:1][CH:2]([CH3:3])[CH:4]([CH2:5][CH2:6][c:7]1[cH:8][cH:9][cH:10][c:11]2[cH:12][cH:13][cH:14][cH:15][c:16]12)[n:17]1[cH:18][n:19][c:20]([C:22](=[O:24])[NH:27][CH3:26])[cH:21]1. Conditions: time 8 hour. Product: CN(S(=O)(=O)N1C=NC(=C1CC1=CC2=C(OCCO2)C=C1)C)C (5-(2,3-dihydrobenzo[1,4]dioxin-6-ylmethyl)-4-methylimidazole-1-sulfonic acid dimethylamide). Reported procedure: 4-Methyl-1-(dimethylsulfamoyl)imidazole (1) (2.0 g, 10.6 mmol) is taken up in 42 mL of anhydrous THF and cooled to −78° C. n-BuLi (6.6 mL, 10.6 mmol) is added dropwise to the solution of (1). The resultant solution is stirred at −78° C. for 30 min. Tert-butyldimethylsilylchloride (TBSCl) (1.6 g, 10.6 mmol) in 10 mL of THF is added to the reaction. The reaction is warmed to rt and stirred overnight. The next day the reaction is cooled to −20° C. and 7.3 mL (11.6 mmol) of n-BuLi added. After stirr... Starting materials: CN(S(=O)(=O)N1C=NC(=C1C(O)C1=CC2=C(OCCO2)C=C1)C)C (5-[(2,3-dihydrobenzo[1,4]dioxin-6-yl)hydroxymethyl]-4-methylimidazole-1-sulfonic acid dimethylamide), C(C)[SiH](CC)CC (triethylsilane), FC(C(=O)O)(F)F (trifluoroacetic acid). Isolated yield 88.2%. The solvent is ClCCl (dichloromethane). As a reaction SMILES: [CH3:1][N:2]([CH3:24])[S:3]([N:6]1[C:10]([CH:11]([C:13]2[CH:22]=[CH:21][C:16]3[O:17][CH2:18][CH2:19][O:20][C:15]=3[CH:14]=2)O)=[C:9]([CH3:23])[N:8]=[CH:7]1)(=[O:5])=[O:4].C([SiH](CC)CC)C.FC(F)(F)C(O)=O>ClCCl>[CH3:24][N:2]([CH3:1])[S:3]([N:6]1[C:10]([CH2:11][C:13]2[CH:22]=[CH:21][C:16]3[O:17][CH2:18][CH2:19][O:20][C:15]=3[CH:14]=2)=[C:9]([CH3:23])[N:8]=[CH:7]1)(=[O:4])=[O:5].